From a dataset of the Open Reaction Database (ORD), a public repository of structured organic reaction records. describe an organic reaction: reactants, conditions, products, and yield Reactants: ClC(Cl)(Br)C(Cl)(Cl)Br, [Li]C(C)(C)C, C1CCOC1, COCOc1ccc(C)nc1, [Cl-], [NH4+]. Product: COCOc1cnc(C)cc1Br. As a reaction SMILES: [Br:17][C:18]([Cl:19])([Cl:20])[C:21]([Cl:22])([Cl:23])[Br:24].[C:12]([Li:13])([CH3:14])([CH3:15])[CH3:16].[CH2:27]1[O:28][CH2:29][CH2:30][CH2:31]1.[CH3:1][O:2][CH2:3][O:4][c:5]1[cH:6][cH:7][c:8]([CH3:11])[n:9][cH:10]1.[Cl-:25].[NH4+:26]>>[CH3:1][O:2][CH2:3][O:4][c:5]1[c:6]([Br:17])[cH:7][c:8]([CH3:11])[n:9][cH:10]1. The reactants are N#CC1(O)CCN(c2ncccc2F)CC1, [K+], [K+], [K+], O=P(Cl)(Cl)Cl, O=P([O-])([O-])[O-], c1ccncc1. Yields the product N#CC1=CCN(c2ncccc2F)CC1. As a reaction SMILES: [F:1][c:2]1[c:3]([N:8]2[CH2:9][CH2:10][C:11]([C:14]#[N:15])([OH:16])[CH2:12][CH2:13]2)[n:4][cH:5][cH:6][cH:7]1.[K+:27].[K+:28].[K+:29].[P:17]([Cl:18])([Cl:19])([Cl:20])=[O:21].[P:22]([O-:23])([O-:24])([O-:25])=[O:26].[cH:30]1[cH:31][cH:32][n:33][cH:34][cH:35]1>>[F:1][c:2]1[c:3]([N:8]2[CH2:9][CH:10]=[C:11]([C:14]#[N:15])[CH2:12][CH2:13]2)[n:4][cH:5][cH:6][cH:7]1. Starting materials: BrC1=C(C2=C(C(=C3C(=C2C=C1)C(=O)OC3=O)Br)Br)Br (Tetrabromonaphthalene-1,2-dicarboxylic anhydride), C=12C(=CC=C3C=CC=CC13)C(=O)OC2=O (naphthalene-1,2-dicarboxylic anhydride), BrBr (bromine). Yields the product BrC1=C(C2=C(C(=C(C(=C2C=C1)C(=O)O)C(=O)O)Br)Br)Br (tetrabromonaphthalene-1,2-dicarboxylic acid). RXN SMILES: [Br:1][C:2]1[CH:11]=[CH:10][C:9]2[C:4](=[C:5]([Br:18])[C:6]([Br:17])=[C:7]3[C:15](=[O:16])[O:14][C:12](=[O:13])[C:8]3=2)[C:3]=1[Br:19].C12C(=O)OC(=[O:31])C1=CC=C1C=2C=CC=C1.BrBr>>[Br:1][C:2]1[CH:11]=[CH:10][C:9]2[C:4](=[C:5]([Br:18])[C:6]([Br:17])=[C:7]([C:15]([OH:14])=[O:16])[C:8]=2[C:12]([OH:31])=[O:13])[C:3]=1[Br:19]. Procedure: Tetrabromonaphthalene-1,2-dicarboxylic anhydride: 2.0 g of naphthalene-1,2-dicarboxylic anhydride, 0.05 g of ferrum reductum and 5.2 ml of bromine are heated at 210° C. for 6 hours using a long intensive condenser. Working up analogously to Example 61a) gives 5.0 g of tetrabromonaphthalene-1,2-dicarboxylic acid, which is converted into the anhydride with acetic anhydride. Yield: 4.8 g (94%), bromine content: 62.4% (theoretical 62.7%). The reactants are 10g, F[C@@]12[C@]3(CCC(C=C3CC[C@H]1[C@@H]1CCC([C@@]1(C)C[C@@H]2O)=O)=O)C (9-fluoro-11β-hydroxyandrost-4-ene-3,17-dione), OO (hydrogen peroxide), [OH-].[Na+] (sodium hydroxide). The solvent is ClCCl (dichloromethane), CO (methanol), O (water). The product is O1[C@@H]2C13CC[C@H]1[C@@H]4CCC([C@@]4(C)C[C@@H]([C@@]1([C@]3(CCC2=O)C)F)O)=O (4β,5-Epoxy-9-fluoro-11β-hydroxyandrostane-3,17-dione). RXN SMILES: [F:1][C@:2]12[C@@H:19]([OH:20])[CH2:18][C@@:16]3([CH3:17])[C@@H:12]([CH2:13][CH2:14][C:15]3=[O:21])[C@@H:11]1[CH2:10][CH2:9][C:8]1[C@:3]2([CH3:23])[CH2:4][CH2:5][C:6](=[O:22])[CH:7]=1.[OH:24]O.[OH-].[Na+]>CO.O.ClCCl>[O:24]1[C:8]23[C@:3]([CH3:23])([CH2:4][CH2:5][C:6](=[O:22])[C@H:7]12)[C@:2]1([F:1])[C@H:11]([C@H:12]2[C@@:16]([CH2:18][C@@H:19]1[OH:20])([CH3:17])[C:15](=[O:21])[CH2:14][CH2:13]2)[CH2:10][CH2:9]3 |f:2.3|. Procedure: A solution of 10g of 9-fluoro-11β-hydroxyandrost-4-ene-3,17-dione in 1.5 liter of methanol is stirred at room temperature with 30ml of 30% hydrogen peroxide and 20ml of 4N sodium hydroxide solution. The resulting solution is diluted with 4 liters of water and extracted with dichloromethane. The dichloromethane solution is washed with 5% hydrochloric acid, 5% sodium bicarbonate solution, water, dried, and evaporated in vacuo to give 9.1g of crude product. This material is dissolved in dichloromet...